From a dataset of the Open Reaction Database (ORD), a public repository of structured organic reaction records. describe an organic reaction: reactants, conditions, products, and yield Reactants: N1C=CC2=CC=C(C=C12)C(=O)OC (methyl indole-6-carboxylate), CC1=C(CCl)C(=CC=C1)C (2,6-dimethylbenzyl chloride), C(C1=CC=CC=C1)N1C=CC2=CC=C(C=C12)C(=O)O (1-benzyl-1H-indole-6-carboxylic acid). Yields the product CC1=C(CN2C=CC3=CC=C(C=C23)C(=O)OC)C(=CC=C1)C (methyl 1-(2,6-dimethylbenzyl)-1H-indole-6-carboxylate). Isolated yield 88.4%. RXN SMILES: [NH:1]1[C:9]2[C:4](=[CH:5][CH:6]=[C:7]([C:10]([O:12][CH3:13])=[O:11])[CH:8]=2)[CH:3]=[CH:2]1.[CH3:14][C:15]1[CH:22]=[CH:21][CH:20]=[C:19]([CH3:23])[C:16]=1[CH2:17]Cl.C(N1C2C(=CC=C(C(O)=O)C=2)C=C1)C1C=CC=CC=1>>[CH3:14][C:15]1[CH:22]=[CH:21][CH:20]=[C:19]([CH3:23])[C:16]=1[CH2:17][N:1]1[C:9]2[C:4](=[CH:5][CH:6]=[C:7]([C:10]([O:12][CH3:13])=[O:11])[CH:8]=2)[CH:3]=[CH:2]1. Reported procedure: The titled compound (7.4 g) as a white solid was prepared from methyl indole-6-carboxylate (5.0 g) and 2,6-dimethylbenzyl chloride (5.3 g) according to the method of the process (1) of Example 1.